This data is from the Open Reaction Database (ORD), a public repository of structured organic reaction records. The task is: describe an organic reaction: reactants, conditions, products, and yield Reactants: C(C1=CC=CC=C1)OC1=C(C=CC=C1)C(CBr)=O (1-[2-(benzyloxy)phenyl]-2-bromoethanone), N1=CC=CC=C1 (pyridine), CCCC[N+](CCCC)(CCCC)CCCC.F.[F-] (tetrabutylammonium hydrogen difluoride). Solvent: CCOCC (ether), C1CCOC1 (THF). Product: C(C1=CC=CC=C1)OC1=C(C=CC=C1)C(CF)=O (1-[2-(benzyloxy)phenyl]-2-fluoroethanone). Yield: 33.1%. Reaction SMILES: [CH2:1]([O:8][C:9]1[CH:14]=[CH:13][CH:12]=[CH:11][C:10]=1[C:15](=[O:18])[CH2:16]Br)[C:2]1[CH:7]=[CH:6][CH:5]=[CH:4][CH:3]=1.N1C=CC=CC=1.CCCC[N+](CCCC)(CCCC)CCCC.[FH:42].[F-]>C1COCC1.CCOCC>[CH2:1]([O:8][C:9]1[CH:14]=[CH:13][CH:12]=[CH:11][C:10]=1[C:15](=[O:18])[CH2:16][F:42])[C:2]1[CH:7]=[CH:6][CH:5]=[CH:4][CH:3]=1 |f:2.3.4|. Procedure details: To a solution of 1-[2-(benzyloxy)phenyl]-2-bromoethanone (2.59 g, 8.5 mmol) and pyridine (1.37 mL, 17 mmol) in THF was added tetrabutylammonium hydrogen difluoride (4.78 g, 17 mmol). The reaction mixture was stirred under reflux for 22 hrs. The mixture was diluted with ether (250 mL), then washed with 1N aqueous hydrochloric acid (100 mL) and brine (100 mL), successively. The organic phase was dried over Na2SO4, filtered and concentrated under reduced pressure. The crude product was purified by ... Starting materials: [Al+3], COCC(=O)NCC(CCOC1CCCCO1)c1ccc(Cl)c(Cl)c1, [H-], [H-], [H-], [H-], [Li+], C1CCOC1. Yields the product COCCNCC(CCOC1CCCCO1)c1ccc(Cl)c(Cl)c1. As a reaction SMILES: [Al+3:2].[CH3:7][O:8][CH2:9][C:10](=[O:11])[NH:12][CH2:13][CH:14]([CH2:15][CH2:16][O:17][CH:18]1[O:19][CH2:20][CH2:21][CH2:22][CH2:23]1)[c:24]1[cH:25][c:26]([Cl:31])[c:27]([Cl:30])[cH:28][cH:29]1.[H-:1].[H-:4].[H-:5].[H-:6].[Li+:3].[O:32]1[CH2:33][CH2:34][CH2:35][CH2:36]1>>[CH3:7][O:8][CH2:9][CH2:10][NH:12][CH2:13][CH:14]([CH2:15][CH2:16][O:17][CH:18]1[O:19][CH2:20][CH2:21][CH2:22][CH2:23]1)[c:24]1[cH:25][c:26]([Cl:31])[c:27]([Cl:30])[cH:28][cH:29]1. Yields the product CCNc1nc(C)c(C=CC(C)c2ccc(Cl)cc2)c(NC(C)=O)n1. As a reaction SMILES: [CH2:1]([CH3:2])[NH:3][c:4]1[n:5][c:6]([CH3:22])[c:7]([CH:11]=[CH:12][CH:13]([CH3:14])[c:15]2[cH:16][cH:17][c:18]([Cl:21])[cH:19][cH:20]2)[c:8]([NH2:10])[n:9]1.[CH3:23][C:24](=[O:25])[O:26][C:27](=[O:28])[CH3:29].[CH3:30][N:31]([CH3:32])[c:33]1[cH:34][cH:35][n:36][cH:37][cH:38]1>>[CH2:1]([CH3:2])[NH:3][c:4]1[n:5][c:6]([CH3:22])[c:7]([CH:11]=[CH:12][CH:13]([CH3:14])[c:15]2[cH:16][cH:17][c:18]([Cl:21])[cH:19][cH:20]2)[c:8]([NH:10][C:24]([CH3:23])=[O:25])[n:9]1. Starting materials: CCNc1nc(C)c(C=CC(C)c2ccc(Cl)cc2)c(N)n1, CC(=O)OC(C)=O, CN(C)c1ccncc1.